From a dataset of the Open Reaction Database (ORD), a public repository of structured organic reaction records. describe an organic reaction: reactants, conditions, products, and yield The product is carboxylic acid, CN1CCN(CC1)CC=1C=CC(=NC1)NC(=O)C=1C=2N=CC=NC2C(=CC1)C=1C2=C(SC1)C=CC=C2 (8-Benzo[b]thiophen-3-yl-quinoxaline-5-carboxylic acid [5-(4-methyl-piperazin-1-ylmethyl)-pyridin-2-yl]-amide). Procedure details: The title compound was prepared in analogy to the procedure described in Step 14.1 but stirring the reaction mixture at rt overnight and using 2 equiv of 5-(4-methyl-piperazin-1-ylmethyl)-pyridin-2-ylamine hydrochloride (Example 31), TBTU (2 equiv) and 8-benzo[b]thiophen-3-yl-quinoxaline-5-carboxylic acid. The carboxylic acid was synthesized as described in Steps 1.2-1.7 but using benzothiophene-3-boronic acid in Step 1.4. Title compound: ESI-MS: 494.9 [M+H]+; tR=3.77 min (System 1); TLC: Rf=0.1... Solvent: C(Cl)Cl.CO (DCM MeOH). Reaction conditions: time 8 hour. RXN SMILES: Cl.[CH3:2][N:3]1[CH2:8][CH2:7][N:6]([CH2:9][C:10]2[CH:11]=[CH:12][C:13]([NH2:16])=[N:14][CH:15]=2)[CH2:5][CH2:4]1.CN(C(ON1N=NC2C=CC=CC1=2)=[N+](C)C)C.[B-](F)(F)(F)F.[S:39]1[CH:43]=[C:42]([C:44]2[C:53]3[N:52]=[CH:51][CH:50]=[N:49][C:48]=3[C:47]([C:54](O)=[O:55])=[CH:46][CH:45]=2)[C:41]2[CH:57]=[CH:58][CH:59]=[CH:60][C:40]1=2.S1C2C=CC=CC=2C(B(O)O)=C1>C(Cl)Cl.CO>[CH3:2][N:3]1[CH2:8][CH2:7][N:6]([CH2:9][C:10]2[CH:11]=[CH:12][C:13]([NH:16][C:54]([C:47]3[C:48]4[N:49]=[CH:50][CH:51]=[N:52][C:53]=4[C:44]([C:42]4[C:41]5[CH:57]=[CH:58][CH:59]=[CH:60][C:40]=5[S:39][CH:43]=4)=[CH:45][CH:46]=3)=[O:55])=[N:14][CH:15]=2)[CH2:5][CH2:4]1 |f:0.1,2.3,6.7|. Starting materials: S1C2=C(C(=C1)C1=CC=C(C=3N=CC=NC13)C(=O)O)C=CC=C2 (8-benzo[b]thiophen-3-yl-quinoxaline-5-carboxylic acid), S1C=C(C2=C1C=CC=C2)B(O)O (benzothiophene-3-boronic acid), Cl.CN1CCN(CC1)CC=1C=CC(=NC1)N (5-(4-methyl-piperazin-1-ylmethyl)-pyridin-2-ylamine hydrochloride), CN(C)C(=[N+](C)C)ON1C2=C(C=CC=C2)N=N1.[B-](F)(F)(F)F (TBTU). The reactants are OBO, COc1ccccc1CNC1CCC(N(C)C(=O)OC(C)(C)C)CC1, Cl, Nc1ccc(Br)cn1. Yields the product COc1ccc(-c2ccc(N)nc2)cc1CNC1CCC(N(C)C(=O)OC(C)(C)C)CC1. As a reaction SMILES: [BH:1]([OH:2])[OH:3].[C:4](=[O:5])([O:6][C:7]([CH3:8])([CH3:9])[CH3:10])[N:11]([CH:12]1[CH2:13][CH2:14][CH:15]([NH:18][CH2:19][c:20]2[cH:21][cH:22][cH:23][cH:24][c:25]2[O:26][CH3:27])[CH2:16][CH2:17]1)[CH3:28].[ClH:37].[NH2:29][c:30]1[n:31][cH:32][c:33]([Br:36])[cH:34][cH:35]1>>[C:4](=[O:5])([O:6][C:7]([CH3:8])([CH3:9])[CH3:10])[N:11]([CH:12]1[CH2:13][CH2:14][CH:15]([NH:18][CH2:19][c:20]2[cH:21][c:22](-[c:33]3[cH:32][n:31][c:30]([NH2:29])[cH:35][cH:34]3)[cH:23][cH:24][c:25]2[O:26][CH3:27])[CH2:16][CH2:17]1)[CH3:28]. Product: CC(C)(C)OC(=O)CCOCCOCCOCCO. Starting materials: C=CC(=O)OC(C)(C)C, C1CCOC1, OCCOCCOCCO. RXN SMILES: [C:1]([CH3:2])([CH3:3])([CH3:4])[O:5][C:6]([CH:7]=[CH2:8])=[O:9].[CH2:20]1[O:21][CH2:22][CH2:23][CH2:24]1.[OH:10][CH2:11][CH2:12][O:13][CH2:14][CH2:15][O:16][CH2:17][CH2:18][OH:19]>>[C:1]([CH3:2])([CH3:3])([CH3:4])[O:5][C:6]([CH2:7][CH2:8][O:10][CH2:11][CH2:12][O:13][CH2:14][CH2:15][O:16][CH2:17][CH2:18][OH:19])=[O:9]. The reactants are [OH-].[Na+] (sodium hydroxide), C(C1=CC=CC=C1)(=O)OCC1(OCCCO1)CF ((2-(fluoromethyl)-1,3-dioxan-2-yl)methyl benzoate), [Cl-].[NH4+] (Ammonium chloride). Solvent: CO (methanol). Conditions: time 5 minute. The product is FCC1(OCCCO1)CO ((2-(fluoromethyl)-1,3-dioxan-2-yl)methanol). The yield is 89.3%. Reaction SMILES: C([O:9][CH2:10][C:11]1([CH2:17][F:18])[O:16][CH2:15][CH2:14][CH2:13][O:12]1)(=O)C1C=CC=CC=1.[OH-].[Na+].[Cl-].[NH4+]>CO>[F:18][CH2:17][C:11]1([CH2:10][OH:9])[O:16][CH2:15][CH2:14][CH2:13][O:12]1 |f:1.2,3.4|. Procedure: A mixture of (2-(fluoromethyl)-1,3-dioxan-2-yl)methyl benzoate (2.22 g, 8.73 mmol), methanol (20 ml) and a 1N-aqueous sodium hydroxide solution (13.1 ml) was stirred at room temperature overnight. Ammonium chloride was added to the reaction mixture, which was concentrated. The residue was suspended in tetrahydrofuran and ethyl acetate, and then magnesium sulfate was added and the mixture was stirred for 5 minutes. After NH silica gel filtration was performed, the filtrate was concentrated to obt... Starting materials: [Na] (sodium), O (water), NC1=NC(=C(C(=N1)N)N=O)N (2,4,6-triaminonitroso-pyrimidine), C(C)(=O)OC1=CC=C(CC#N)C=C1 (p-acetoxybenzyl-cyanide), O (water). Solvent: C(C)OCCO (2-ethoxy-ethanol), C(C)OCCO (2-ethoxy-ethanol). Reaction conditions: time 2 hour. The product is NC1=NC2=NC(=C(N=C2C(=N1)N)C1=CC=C(C=C1)OC(C)=O)N (2,4,7-triamino-6-(p-acetoxyphenyl)-pteridine). As a reaction SMILES: [Na].[NH2:2][C:3]1[N:8]=[C:7]([NH2:9])[C:6]([N:10]=O)=[C:5]([NH2:12])[N:4]=1.[C:13]([O:16][C:17]1[CH:25]=[CH:24][C:20]([CH2:21][C:22]#[N:23])=[CH:19][CH:18]=1)(=[O:15])[CH3:14].O>C(OCCO)C>[NH2:2][C:3]1[N:8]=[C:7]([NH2:9])[C:6]2[C:5](=[N:12][C:22]([NH2:23])=[C:21]([C:20]3[CH:19]=[CH:18][C:17]([O:16][C:13](=[O:15])[CH3:14])=[CH:25][CH:24]=3)[N:10]=2)[N:4]=1 |^1:0|. Reported procedure: 410 mg of metallic sodium are dissolved with stirring in 100 ml of 2-ethoxy-ethanol. 1100 mg of 2,4,6-triaminonitroso-pyrimidine and 1140 mg of p-acetoxybenzyl-cyanide are added with stirring one after the other and the mixture is heated to the boiling point with stirring. The color of the mixture changes from violet to brown. After two hours' boiling under reflux, heating is discontinued and the reaction mixture is left to cool. Subsequently, 70 to 80 percent of the 2-ethoxy-ethanol are drawn o...